Dataset: the Open Reaction Database (ORD), a public repository of structured organic reaction records. Task: describe an organic reaction: reactants, conditions, products, and yield Reactants: [N+](=O)([O-])C1=C2C=CN=CC2=CC=C1 (5-Nitroisoquinoline), C1(=CC=C(C=C1)S(=O)(=O)OC)C (methyl p-toluenesulfonate). Solvent: CN(C=O)C (dimethylformamide). Reaction conditions: time 3 day. The product is C1(=CC=C(C=C1)S(=O)(=O)[O-])C.[N+](=O)([O-])C1=C2C=C[N+](=CC2=CC=C1)C (5-Nitro-2-methylisoquinolinium p-toluenesulfonate). Yield: 169.3%. Reaction SMILES: [N+:1]([C:4]1[CH:13]=[CH:12][CH:11]=[C:10]2[C:5]=1[CH:6]=[CH:7][N:8]=[CH:9]2)([O-:3])=[O:2].[C:14]1([CH3:25])[CH:19]=[CH:18][C:17]([S:20]([O:23]C)(=[O:22])=[O:21])=[CH:16][CH:15]=1>CN(C)C=O>[C:14]1([CH3:25])[CH:15]=[CH:16][C:17]([S:20]([O-:23])(=[O:21])=[O:22])=[CH:18][CH:19]=1.[N+:1]([C:4]1[CH:13]=[CH:12][CH:11]=[C:10]2[C:5]=1[CH:6]=[CH:7][N+:8]([CH3:14])=[CH:9]2)([O-:3])=[O:2] |f:3.4|. Procedure: 5-Nitroisoquinoline (25 g) and methyl p-toluenesulfonate (26.8 g) were dissolved in dimethylformamide (80 ml) and allowed to stand at room temperature for three days. If a crystalline cake had not formed at the end of this time, the solution was either seeded or scratched to initiate precipitation of the product. The supernatant was decanted and ethyl acetate was added to this until no more precipitation was evident. This precipitate was collected by filtration and combined with the first precip... Reactants: C(C1=CC=CC=C1)OC1=CC=C(C=C1)CCCI (3-(4-benzyloxyphenyl)propyl iodide), C(CC)NCCC (N,N-dipropylamine), C([O-])([O-])=O.[K+].[K+] (potassium carbonate). The solvent is CN(C)C=O (DMF), O (water). Run at time 29 hour. Yields the product C(C1=CC=CC=C1)OC1=CC=C(C=C1)CCCN(CCC)CCC (3-(4-benzyloxyphenyl)propyl-N,N-dipropylamine). Reaction SMILES: [CH2:1]([O:8][C:9]1[CH:14]=[CH:13][C:12]([CH2:15][CH2:16][CH2:17]I)=[CH:11][CH:10]=1)[C:2]1[CH:7]=[CH:6][CH:5]=[CH:4][CH:3]=1.[CH2:19]([NH:22][CH2:23][CH2:24][CH3:25])[CH2:20][CH3:21].C(=O)([O-])[O-].[K+].[K+]>CN(C=O)C.O>[CH2:1]([O:8][C:9]1[CH:14]=[CH:13][C:12]([CH2:15][CH2:16][CH2:17][N:22]([CH2:23][CH2:24][CH3:25])[CH2:19][CH2:20][CH3:21])=[CH:11][CH:10]=1)[C:2]1[CH:7]=[CH:6][CH:5]=[CH:4][CH:3]=1 |f:2.3.4|. Procedure: To a solution of 3-(4-benzyloxyphenyl)propyl iodide (1.790 g) in DMF (20 ml) were added N,N-dipropylamine (1.3 ml) and potassium carbonate (1.391 g). The reaction mixture was stirred at room temperature for 29 hr, diluted with water, and extracted with ethyl acetate. The residue was purified by silica gel column chromatography (eluent:hexane/ethyl acetate=1/1) to obtain 3-(4-benzyloxyphenyl)propyl-N,N-dipropylamine (1.589 g). Reactants: CC(=CBr)c1ccc(F)c(F)c1, CCC1c2[nH]c3ccc(C)cc3c2CCN1C, [Cu]I, [K+], [K+], [K+], CN(C)C=O, O=C(O)C1CCCN1, O=P([O-])([O-])[O-]. The product is CCC1c2c(c3cc(C)ccc3n2C=C(C)c2ccc(F)c(F)c2)CCN1C. Reaction SMILES: [Br:34][CH:35]=[C:36]([CH3:37])[c:38]1[cH:39][c:40]([F:45])[c:41]([F:44])[cH:42][cH:43]1.[CH2:1]([CH3:2])[CH:3]1[N:4]([CH3:17])[CH2:5][CH2:6][c:7]2[c:8]1[nH:9][c:10]1[cH:11][cH:12][c:13]([CH3:16])[cH:14][c:15]21.[Cu:51][I:52].[K+:31].[K+:32].[K+:33].[O:46]=[CH:47][N:48]([CH3:49])[CH3:50].[OH:18][C:19]([CH:20]1[NH:21][CH2:22][CH2:23][CH2:24]1)=[O:25].[P:26]([O-:27])([O-:28])([O-:29])=[O:30]>>[CH2:1]([CH3:2])[CH:3]1[N:4]([CH3:17])[CH2:5][CH2:6][c:7]2[c:8]1[n:9]([CH:35]=[C:36]([CH3:37])[c:38]1[cH:39][c:40]([F:45])[c:41]([F:44])[cH:42][cH:43]1)[c:10]1[cH:11][cH:12][c:13]([CH3:16])[cH:14][c:15]21. Reactants: COC(=O)[C@@H]1CN(CCN1C=1SC2=C(N1)C=CC(=C2)C(F)(F)F)C(=O)OC(C)(C)C ((S)-4-(6-trifluoromethyl benzothiazole-2-yl)piperazine-1,3-dicarboxylic acid-1-t-butyl ester-3-methyl ester), [BH4-].[Li+] (lithium borohydride), [Cl-].[NH4+] (ammonium chloride). The solvent is O1CCCC1 (tetrahydrofuran). Conditions: time 20 hour. Yields the product C(C)(C)(C)OC(=O)N1C[C@H](N(CC1)C=1SC2=C(N1)C=CC(=C2)C(F)(F)F)CO ((S)-3-hydroxymethyl-4-(6-trifluoromethyl benzothiazole-2-yl)piperazine-1-carboxylic acid t-butyl ester). Isolated yield 76.0%. RXN SMILES: C[O:2][C:3]([C@H:5]1[N:10]([C:11]2[S:12][C:13]3[CH:19]=[C:18]([C:20]([F:23])([F:22])[F:21])[CH:17]=[CH:16][C:14]=3[N:15]=2)[CH2:9][CH2:8][N:7]([C:24]([O:26][C:27]([CH3:30])([CH3:29])[CH3:28])=[O:25])[CH2:6]1)=O.[BH4-].[Li+].[Cl-].[NH4+]>O1CCCC1>[C:27]([O:26][C:24]([N:7]1[CH2:8][CH2:9][N:10]([C:11]2[S:12][C:13]3[CH:19]=[C:18]([C:20]([F:21])([F:23])[F:22])[CH:17]=[CH:16][C:14]=3[N:15]=2)[C@H:5]([CH2:3][OH:2])[CH2:6]1)=[O:25])([CH3:30])([CH3:29])[CH3:28] |f:1.2,3.4|. Procedure: To a solution of (S)-4-(6-trifluoromethyl benzothiazole-2-yl)piperazine-1,3-dicarboxylic acid-1-t-butyl ester-3-methyl ester (1.18 g) in tetrahydrofuran (10 mL) was added lithium borohydride (65.7 mg). The mixture was stirred for 20 hours. To the reaction solution was added aqueous ammonium chloride solution and extracted with ethyl acetate. The organic layer was washed with brine, and dried over magnesium sulphate. The solvent was evaporated under reduced pressure and the residue was purified b...